describe an organic reaction: reactants, conditions, products, and yield From a dataset of the Open Reaction Database (ORD), a public repository of structured organic reaction records. Reactants: [BH3-]C#N, Cc1cc(C)cc(-c2[nH]c3ccc(C(C)(C)C(=O)N4C5CCC4CC5)cc3c2CCNCCc2cccnc2)c1, [Na+], O=CCCCc1ccncc1. The product is Cc1cc(C)cc(-c2[nH]c3ccc(C(C)(C)C(=O)N4C5CCC4CC5)cc3c2CCN(CCCCc2ccncc2)CCc2cccnc2)c1. RXN SMILES: [C:52]([BH3-:53])#[N:54].[CH:12]12[CH2:13][CH2:14][CH:15]([CH2:16][CH2:17]1)[N:18]2[C:19]([C:20]([CH3:21])([CH3:22])[c:23]1[cH:24][c:25]2[c:26]([CH2:40][CH2:41][NH:42][CH2:43][CH2:44][c:45]3[cH:46][n:47][cH:48][cH:49][cH:50]3)[c:27](-[c:32]3[cH:33][c:34]([CH3:39])[cH:35][c:36]([CH3:38])[cH:37]3)[nH:28][c:29]2[cH:30][cH:31]1)=[O:51].[Na+:55].[n:1]1[cH:2][cH:3][c:4]([CH2:7][CH2:8][CH2:9][CH:10]=[O:11])[cH:5][cH:6]1>>[n:1]1[cH:2][cH:3][c:4]([CH2:7][CH2:8][CH2:9][CH2:10][N:42]([CH2:41][CH2:40][c:26]2[c:25]3[cH:24][c:23]([C:20]([C:19]([N:18]4[CH:12]5[CH2:13][CH2:14][CH:15]4[CH2:16][CH2:17]5)=[O:51])([CH3:21])[CH3:22])[cH:31][cH:30][c:29]3[nH:28][c:27]2-[c:32]2[cH:33][c:34]([CH3:39])[cH:35][c:36]([CH3:38])[cH:37]2)[CH2:43][CH2:44][c:45]2[cH:46][n:47][cH:48][cH:49][cH:50]2)[cH:5][cH:6]1. Reactants: O=S(=O)(Nc1cc(Cl)cnc1Br)c1cccc(C(F)(F)F)c1, O=C([O-])[O-], C1CCOC1, COCCl, [K+], [K+]. Yields the product COCN(c1cc(Cl)cnc1Br)S(=O)(=O)c1cccc(C(F)(F)F)c1. Reaction SMILES: [Br:5][c:6]1[n:7][cH:8][c:9]([Cl:26])[cH:10][c:11]1[NH:12][S:13](=[O:14])(=[O:15])[c:16]1[cH:17][c:18]([C:22]([F:23])([F:24])[F:25])[cH:19][cH:20][cH:21]1.[C:27](=[O:28])([O-:29])[O-:30].[CH2:33]1[O:34][CH2:35][CH2:36][CH2:37]1.[CH3:1][O:2][CH2:3][Cl:4].[K+:31].[K+:32]>>[CH3:1][O:2][CH2:3][N:12]([c:11]1[c:6]([Br:5])[n:7][cH:8][c:9]([Cl:26])[cH:10]1)[S:13](=[O:14])(=[O:15])[c:16]1[cH:17][c:18]([C:22]([F:23])([F:24])[F:25])[cH:19][cH:20][cH:21]1. The reactants are CCCC[O-], Cn1cccc1C(=O)O, CN(C)C=O, [Cl-], [K], O, N#CCC(=O)Nc1ccccc1. Product: Cn1cccc1C(=O)C(C#N)C(=O)Nc1ccccc1. Reaction SMILES: [CH3:14][CH2:15][CH2:16][CH2:17][O-:18].[CH3:20][n:21]1[c:22]([C:26](=[O:27])[OH:28])[cH:23][cH:24][cH:25]1.[CH3:29][N:30]([CH3:31])[CH:32]=[O:33].[Cl-:19].[K:13].[OH2:34].[c:1]1([NH:7][C:8](=[O:9])[CH2:10][C:11]#[N:12])[cH:2][cH:3][cH:4][cH:5][cH:6]1>>[c:1]1([NH:7][C:8](=[O:9])[CH:10]([C:11]#[N:12])[C:26]([c:22]2[n:21]([CH3:20])[cH:25][cH:24][cH:23]2)=[O:27])[cH:2][cH:3][cH:4][cH:5][cH:6]1.